describe an organic reaction: reactants, conditions, products, and yield From a dataset of the Open Reaction Database (ORD), a public repository of structured organic reaction records. Starting materials: [Na] (Sodium), C(C)(C)O (isopropanol), C(C)OC(CC=1OC(=C(N1)C1=CC=CC=C1)C1=CC=CC=C1)=O (ethyl-4,5-diphenyl-2-oxazoleacetate). Yields the product CC(C)OC(CC=1OC(=C(N1)C1=CC=CC=C1)C1=CC=CC=C1)=O (1-Methylethyl-4,5-diphenyl-2-oxazoleacetate). The yield is 54.0%. RXN SMILES: [Na].[CH2:2]([O:4][C:5](=[O:24])[CH2:6][C:7]1[O:8][C:9]([C:18]2[CH:23]=[CH:22][CH:21]=[CH:20][CH:19]=2)=[C:10]([C:12]2[CH:17]=[CH:16][CH:15]=[CH:14][CH:13]=2)[N:11]=1)[CH3:3].[CH:25](O)(C)C>>[CH3:3][CH:2]([O:4][C:5](=[O:24])[CH2:6][C:7]1[O:8][C:9]([C:18]2[CH:19]=[CH:20][CH:21]=[CH:22][CH:23]=2)=[C:10]([C:12]2[CH:17]=[CH:16][CH:15]=[CH:14][CH:13]=2)[N:11]=1)[CH3:25] |^1:0|. Reported procedure: Sodium (80 mg, 3.5 mg atom) was dissolved in isopropanol (21 mL) and ethyl-4,5-diphenyl-2-oxazoleacetate (1.00 g, 3.2 mmol) added. The mixture was heated at reflux for about 1.5 hours, cooled and concentrated. The residue was diluted with water, acidified to pH=2 with 1N HCl solution and extracted with CH2Cl2. The combined extracts were dried over MgSO4, the solvent removed and the residue chromatographed or a column of silica gel. Elution with a mixture of hexanes and EtOAc (9:1) gave the title... Starting materials: O=C(O)C(=O)O, CCN=C=NCCCN(C)C, CCN(C(C)C)C(C)C, Cl, CN(C)C=O, O=C(O)C(O)CCCCCCc1ccccc1, On1nnc2ccccc21, NCc1nnc(-c2ccccc2)o1. The product is O=C(NCc1nnc(-c2ccccc2)o1)C(O)CCCCCCc1ccccc1. As a reaction SMILES: [C:18]([OH:19])(=[O:20])[C:21]([OH:22])=[O:23].[CH2:57]([N:58]=[C:59]=[N:60][CH2:61][CH2:62][CH2:63][N:64]([CH3:65])[CH3:66])[CH3:67].[CH:47]([N:48]([CH:49]([CH3:50])[CH3:51])[CH2:52][CH3:53])([CH3:54])[CH3:55].[ClH:56].[O:68]=[CH:69][N:70]([CH3:71])[CH3:72].[OH:1][CH:2]([C:3](=[O:4])[OH:5])[CH2:6][CH2:7][CH2:8][CH2:9][CH2:10][CH2:11][c:12]1[cH:13][cH:14][cH:15][cH:16][cH:17]1.[OH:37][n:38]1[c:39]2[c:40]([cH:41][cH:42][cH:43][cH:44]2)[n:45][n:46]1.[c:24]1(-[c:30]2[n:31][n:32][c:33]([CH2:35][NH2:36])[o:34]2)[cH:25][cH:26][cH:27][cH:28][cH:29]1>>[OH:1][CH:2]([C:3](=[O:5])[NH:36][CH2:35][c:33]1[n:32][n:31][c:30](-[c:24]2[cH:25][cH:26][cH:27][cH:28][cH:29]2)[o:34]1)[CH2:6][CH2:7][CH2:8][CH2:9][CH2:10][CH2:11][c:12]1[cH:13][cH:14][cH:15][cH:16][cH:17]1. The reactants are CC(C)c1nc2c(s1)Nc1ccccc1N=C2N, Cl, OCCC1CNCCN1. The product is CC(C)c1nc2c(s1)Nc1ccccc1N=C2N1CCNC(CCO)C1. Reaction SMILES: [CH:2]([CH3:3])([CH3:4])[c:5]1[n:6][c:7]2[c:13]([s:14]1)[NH:12][c:11]1[c:10]([cH:18][cH:17][cH:16][cH:15]1)[N:9]=[C:8]2[NH2:19].[ClH:1].[NH:20]1[CH:21]([CH2:26][CH2:27][OH:28])[CH2:22][NH:23][CH2:24][CH2:25]1>>[CH:2]([CH3:3])([CH3:4])[c:5]1[n:6][c:7]2[c:13]([s:14]1)[NH:12][c:11]1[c:10]([cH:18][cH:17][cH:16][cH:15]1)[N:9]=[C:8]2[N:19]1[CH2:22][CH:21]([CH2:26][CH2:27][OH:28])[NH:20][CH2:25][CH2:24]1. Starting materials: C(=O)(OCC)C=1C=NC2=CC=C3C(=C2C1O)NN=C3 (8-carboethoxy-9-hydroxy-1H-pyrazolo[3,4-f]quinoline), [OH-].[Na+] (sodium hydroxide). Yields the product C(=O)(O)C=1C=NC2=CC=C3C(=C2C1O)NN=C3 (8-carboxy-9-hydroxy-1H-pyrazolo[3,4-f]quinoline). The yield is 92.0%. As a reaction SMILES: [C:1]([C:6]1[CH:7]=[N:8][C:9]2[C:14]([C:15]=1[OH:16])=[C:13]1[NH:17][N:18]=[CH:19][C:12]1=[CH:11][CH:10]=2)([O:3]CC)=[O:2].[OH-].[Na+]>>[C:1]([C:6]1[CH:7]=[N:8][C:9]2[C:14]([C:15]=1[OH:16])=[C:13]1[NH:17][N:18]=[CH:19][C:12]1=[CH:11][CH:10]=2)([OH:3])=[O:2] |f:1.2|. Procedure: A mixture of 8-carboethoxy-9-hydroxy-1H-pyrazolo[3,4-f]quinoline (12.31 g, 47.8 mmol) and 10% aqueous sodium hydroxide (96 ml) was refluxed for 8 hours, at which time the dark-colored solution was treated with decolorizing carbon and filtered through diatomaceous earth (Celite™). The filtrate was neutralized with 6M HCl and the resulting precipitate isolated by filtration. The light brown solid was air dried to give 8-carboxy-9-hydroxy-1H-pyrazolo[3,4-f]quinoline (10.08 g, 92%).